From a dataset of the Open Reaction Database (ORD), a public repository of structured organic reaction records. describe an organic reaction: reactants, conditions, products, and yield Starting materials: CCOC(C)=O, C1CCCCC1, CCC(C)=O, COc1cc2c(-c3cc4cccnc4n3S(=O)(=O)c3ccc(C)cc3)cn(C)c2cc1OCCCl, [I-], [Na+]. Yields the product COc1cc2c(-c3cc4cccnc4n3S(=O)(=O)c3ccc(C)cc3)cn(C)c2cc1OCCI. RXN SMILES: [C:38]([O:39][CH2:40][CH3:41])(=[O:42])[CH3:43].[CH2:44]1[CH2:45][CH2:46][CH2:47][CH2:48][CH2:49]1.[CH2:50]([C:51]([CH3:52])=[O:53])[CH3:54].[Cl:1][CH2:2][CH2:3][O:4][c:5]1[c:6]([O:34][CH3:35])[cH:7][c:8]2[c:9](-[c:15]3[cH:16][c:17]4[c:18]([n:19][cH:20][cH:21][cH:22]4)[n:23]3[S:24](=[O:25])(=[O:26])[c:27]3[cH:28][cH:29][c:30]([CH3:33])[cH:31][cH:32]3)[cH:10][n:11]([CH3:14])[c:12]2[cH:13]1.[I-:37].[Na+:36]>>[CH2:2]([CH2:3][O:4][c:5]1[c:6]([O:34][CH3:35])[cH:7][c:8]2[c:9](-[c:15]3[cH:16][c:17]4[c:18]([n:19][cH:20][cH:21][cH:22]4)[n:23]3[S:24](=[O:25])(=[O:26])[c:27]3[cH:28][cH:29][c:30]([CH3:33])[cH:31][cH:32]3)[cH:10][n:11]([CH3:14])[c:12]2[cH:13]1)[I:37]. The reactants are FCON=C(C(=O)OC)C1=NSC(=N1)N (methyl 2-fluoromethoxyimino-2-(5-amino-1,2,4-thiadiazole-3-yl)-acetate), C(=O)O (formic acid), C(C)(=O)OC(C)=O (acetic anhydride). Yields the product FCON=C(C(=O)OC)C1=NSC(=N1)NC=O (methyl 2-fluoromethoxyimino-2-(5-formamido-1,2,4-thiadiazole-3-yl)-acetate). Isolated yield 75.6%. As a reaction SMILES: [F:1][CH2:2][O:3][N:4]=[C:5]([C:10]1[N:14]=[C:13]([NH2:15])[S:12][N:11]=1)[C:6]([O:8][CH3:9])=[O:7].[CH:16](O)=[O:17].C(OC(=O)C)(=O)C>>[F:1][CH2:2][O:3][N:4]=[C:5]([C:10]1[N:14]=[C:13]([NH:15][CH:16]=[O:17])[S:12][N:11]=1)[C:6]([O:8][CH3:9])=[O:7]. Procedure: To a suspension of methyl 2-fluoromethoxyimino-2-(5-amino-1,2,4-thiadiazole-3-yl)-acetate (anti-isomer) (1.17 g, 5 mmol) in formic acid (1.38 g, 30 mmol), acetic anhydride (1.12 g, 10 mmol) was added. The mixture was treated in the same procedure as described in Example 9 to give methyl 2-fluoromethoxyimino-2-(5-formamido-1,2,4-thiadiazole-3-yl)-acetate (syn-isomer) (991 mg, yield: 73.8%). Reactants: Nc1nc(O)c2cccnc2n1, S=P12SP3(=S)SP(=S)(S1)SP(=S)(S2)S3, c1ccncc1. Product: Nc1nc(S)c2cccnc2n1. As a reaction SMILES: [NH2:1][c:2]1[n:3][c:4]([OH:12])[c:5]2[c:6]([n:7]1)[n:8][cH:9][cH:10][cH:11]2.[P:13]12(=[S:14])[S:15][P:16]3(=[S:26])[S:17][P:18](=[S:24])([S:19][P:20](=[S:23])([S:21]3)[S:22]1)[S:25]2.[cH:27]1[cH:28][cH:29][n:30][cH:31][cH:32]1>>[NH2:1][c:2]1[n:3][c:4]([SH:14])[c:5]2[c:6]([n:7]1)[n:8][cH:9][cH:10][cH:11]2. The solvent is Cl (hydrochloric acid). Product: C(#N)C1=C(C=C(C(=O)CCC(=O)O)C=C1)[N+](=O)[O-] (3-(4-cyano-3-nitrobenzoyl)propionic acid). Procedure: i. 3-(4-Amino-3-nitrobenzoyl)propionic acid was diazotised in aqueous hydrochloric acid with sodium nitrite and the resultant solution treated with cuprous cyanide in potassium cyanide solution to give 3-(4-cyano-3-nitrobenzoyl)propionic acid, also available by a cyanide displacement reaction of 3-(4-fluoro-3-nitrobenzoyl)propionic acid. Starting materials: NC1=C(C=C(C(=O)CCC(=O)O)C=C1)[N+](=O)[O-] (3-(4-Amino-3-nitrobenzoyl)propionic acid), N(=O)[O-].[Na+] (sodium nitrite), resultant solution, cuprous cyanide, [C-]#N.[K+] (potassium cyanide). Reaction SMILES: N[C:2]1[CH:14]=[CH:13][C:5]([C:6]([CH2:8][CH2:9][C:10]([OH:12])=[O:11])=[O:7])=[CH:4][C:3]=1[N+:15]([O-:17])=[O:16].N([O-])=O.[Na+].[C-:22]#[N:23].[K+]>Cl>[C:22]([C:2]1[CH:14]=[CH:13][C:5]([C:6]([CH2:8][CH2:9][C:10]([OH:12])=[O:11])=[O:7])=[CH:4][C:3]=1[N+:15]([O-:17])=[O:16])#[N:23] |f:1.2,3.4|. Starting materials: O=c1ccn(CCO)c(C(O)c2ccc([N+](=O)[O-])cc2)c1OCc1ccccc1, Cc1ccccc1, Cl. The product is Cl, O=c1ccn(CCO)c(C(O)c2ccc([N+](=O)[O-])cc2)c1O. As a reaction SMILES: [CH2:2]([c:3]1[cH:4][cH:5][cH:6][cH:7][cH:8]1)[O:9][c:10]1[c:11]([CH:20]([c:21]2[cH:22][cH:23][c:24]([N+:27](=[O:28])[O-:29])[cH:25][cH:26]2)[OH:30])[n:12]([CH2:17][CH2:18][OH:19])[cH:13][cH:14][c:15]1=[O:16].[CH3:31][c:32]1[cH:33][cH:34][cH:35][cH:36][cH:37]1.[ClH:1]>>[ClH:1].[OH:9][c:10]1[c:11]([CH:20]([c:21]2[cH:22][cH:23][c:24]([N+:27](=[O:28])[O-:29])[cH:25][cH:26]2)[OH:30])[n:12]([CH2:17][CH2:18][OH:19])[cH:13][cH:14][c:15]1=[O:16]. Procedure details: The mixture of the 2-bromo-1-(4-cyanophenyl)ethanone (4 g, 17.85 mmol) and benzamide (5.41 g, 44.6 mmol) was heated to 135° C. for 3 hours. Then the reaction mixture was cooled, and partitioned between diethyl ether and water. The aqueous layer was extracted with ether twice, and the combined organic layers were washed with 1N NaOH, 1N HCl, water, and brine, dried over MgSO4. After concentration, the solid residue was dissolved in CHCl3. The insoluable solid was filtered through a flits funnel a... Reaction conditions: temperature 135 celsius. Product: C1(=CC=CC=C1)C=1OC=C(N1)C1=CC=C(C#N)C=C1 (4-(2-phenyl-1,3-oxazol-4-yl)benzonitrile). Isolated yield 66.0%. RXN SMILES: Br[CH2:2][C:3]([C:5]1[CH:10]=[CH:9][C:8]([C:11]#[N:12])=[CH:7][CH:6]=1)=O.[C:13]([NH2:21])(=[O:20])[C:14]1[CH:19]=[CH:18][CH:17]=[CH:16][CH:15]=1>>[C:14]1([C:13]2[O:20][CH:2]=[C:3]([C:5]3[CH:10]=[CH:9][C:8]([C:11]#[N:12])=[CH:7][CH:6]=3)[N:21]=2)[CH:19]=[CH:18][CH:17]=[CH:16][CH:15]=1. The reactants are BrCC(=O)C1=CC=C(C=C1)C#N (2-bromo-1-(4-cyanophenyl)ethanone), C(C1=CC=CC=C1)(=O)N (benzamide). The reactants are [N+](=O)([O-])C1=C(C=CC=C1)N=NC1=C(C=CC(=C1)C(C)(C)C)O (2-nitro-2'-hydroxy-5'-t-butylazobenzene), [N+](=O)([O-])C1=C(C=CC=C1)N=NC1=C(C=CC(=C1)C(C)(C)CC(C)(C)C)O (2-nitro-2'-hydroxy-5'-t-octylazobenzene). Yields the product OC1=C(C=C(C=C1)C(C)(C)CC(C)(C)C)N1N=C2C(=N1)C=CC=C2 (2-(2'-hydroxy-5'-t-octylphenyl)benzotriazole). The yield is 85.1%. As a reaction SMILES: [N+](C1C=CC=CC=1N=NC1C=C(C(C)(C)C)C=CC=1O)([O-])=O.[N+:23]([C:26]1[CH:31]=[CH:30][CH:29]=[CH:28][C:27]=1[N:32]=[N:33][C:34]1[CH:39]=[C:38]([C:40]([CH2:43][C:44]([CH3:47])([CH3:46])[CH3:45])([CH3:42])[CH3:41])[CH:37]=[CH:36][C:35]=1[OH:48])([O-])=O>>[OH:48][C:35]1[CH:36]=[CH:37][C:38]([C:40]([CH2:43][C:44]([CH3:47])([CH3:46])[CH3:45])([CH3:42])[CH3:41])=[CH:39][C:34]=1[N:33]1[N:32]=[C:27]2[CH:28]=[CH:29][CH:30]=[CH:31][C:26]2=[N:23]1. Procedure details: The same procedure as in Example 7 was repeated, except that 2-nitro-2'-hydroxy-5'-t-butylazobenzene 15.0 g was replaced by 2-nitro-2'-hydroxy-5'-t-octylazobenzene 17.7 g, thus producing 13.7 g of 2-(2'-hydroxy-5'-t-octylphenyl)benzotriazole having a melting point of 103° to 105° C. at the yield of 85.0%. The reactants are ClCCl, CCNC(=O)C1CC(SCc2ccc(OC)cc2)CN1CC, COS(=O)(=O)F. The product is CCNC(=O)C1CC(SCc2ccc(OC)cc2)C[N+]1(C)CC, O=S(=O)([O-])F. Reaction SMILES: [CH2:29]([Cl:30])[Cl:31].[CH2:7]([CH3:8])[NH:9][C:10](=[O:11])[CH:12]1[N:13]([CH2:27][CH3:28])[CH2:14][CH:15]([S:17][CH2:18][c:19]2[cH:20][cH:21][c:22]([O:25][CH3:26])[cH:23][cH:24]2)[CH2:16]1.[F:1][S:2](=[O:3])(=[O:4])[O:5][CH3:6]>>[CH3:6][N+:13]1([CH2:27][CH3:28])[CH:12]([C:10]([NH:9][CH2:7][CH3:8])=[O:11])[CH2:16][CH:15]([S:17][CH2:18][c:19]2[cH:20][cH:21][c:22]([O:25][CH3:26])[cH:23][cH:24]2)[CH2:14]1.[F:1][S:2](=[O:3])(=[O:4])[O-:5].